From a dataset of the Open Reaction Database (ORD), a public repository of structured organic reaction records. describe an organic reaction: reactants, conditions, products, and yield Reactants: COC(=O)c1cccc(CBr)c1, Cc1cccc(CC(NC(=O)C(c2ccccc2)c2ccccc2)C(=O)NC(=O)C(N)CS)c1, CCN(C(C)C)C(C)C. The product is COC(=O)c1cccc(CSCC(N)C(=O)NC(=O)C(Cc2cccc(C)c2)NC(=O)C(c2ccccc2)c2ccccc2)c1. Reaction SMILES: [Br:35][CH2:36][c:37]1[cH:38][c:39]([C:40](=[O:41])[O:42][CH3:43])[cH:44][cH:45][cH:46]1.[CH3:1][c:2]1[cH:3][c:4]([CH2:5][CH:6]([NH:7][C:8]([CH:9]([c:10]2[cH:11][cH:12][cH:13][cH:14][cH:15]2)[c:16]2[cH:17][cH:18][cH:19][cH:20][cH:21]2)=[O:22])[C:23](=[O:24])[NH:25][C:26]([CH:27]([NH2:28])[CH2:29][SH:30])=[O:31])[cH:32][cH:33][cH:34]1.[CH:47]([N:48]([CH:49]([CH3:50])[CH3:51])[CH2:52][CH3:53])([CH3:54])[CH3:55]>>[CH3:1][c:2]1[cH:3][c:4]([CH2:5][CH:6]([NH:7][C:8]([CH:9]([c:10]2[cH:11][cH:12][cH:13][cH:14][cH:15]2)[c:16]2[cH:17][cH:18][cH:19][cH:20][cH:21]2)=[O:22])[C:23](=[O:24])[NH:25][C:26]([CH:27]([NH2:28])[CH2:29][S:30][CH2:36][c:37]2[cH:38][c:39]([C:40](=[O:41])[O:42][CH3:43])[cH:44][cH:45][cH:46]2)=[O:31])[cH:32][cH:33][cH:34]1. Starting materials: COC(=O)c1ncccc1SCc1ccc(OC)cc1, CCO, [Na+], [OH-]. Yields the product COc1ccc(CSc2cccnc2C(=O)O)cc1. RXN SMILES: [CH3:1][O:2][c:3]1[cH:4][cH:5][c:6]([CH2:7][S:8][c:9]2[c:10]([C:15](=[O:16])[O:17][CH3:18])[n:11][cH:12][cH:13][cH:14]2)[cH:19][cH:20]1.[CH3:23][CH2:24][OH:25].[Na+:22].[OH-:21]>>[CH3:1][O:2][c:3]1[cH:4][cH:5][c:6]([CH2:7][S:8][c:9]2[c:10]([C:15](=[O:16])[OH:17])[n:11][cH:12][cH:13][cH:14]2)[cH:19][cH:20]1.